describe an organic reaction: reactants, conditions, products, and yield From a dataset of the Open Reaction Database (ORD), a public repository of structured organic reaction records. The reactants are CCN=C=NCCCN(C)C, CO, CCCn1c(=O)[nH]c(N)c(N)c1=O, O=C(O)c1cnn(CC2CC(=O)N(c3cccc(C(F)(F)F)c3)C2)c1. Yields the product CCCn1c(=O)[nH]c(N)c(NC(=O)c2cnn(CC3CC(=O)N(c4cccc(C(F)(F)F)c4)C3)c2)c1=O. Reaction SMILES: [CH3:39][CH2:40][N:41]=[C:42]=[N:43][CH2:44][CH2:45][CH2:46][N:47]([CH3:48])[CH3:49].[CH3:50][OH:51].[NH2:26][c:27]1[c:28](=[O:38])[n:29]([CH2:35][CH2:36][CH3:37])[c:30](=[O:34])[nH:31][c:32]1[NH2:33].[O:1]=[C:2]1[CH2:3][CH:4]([CH2:17][n:18]2[n:19][cH:20][c:21]([C:23](=[O:24])[OH:25])[cH:22]2)[CH2:5][N:6]1[c:7]1[cH:8][c:9]([C:13]([F:14])([F:15])[F:16])[cH:10][cH:11][cH:12]1>>[O:1]=[C:2]1[CH2:3][CH:4]([CH2:17][n:18]2[n:19][cH:20][c:21]([C:23](=[O:24])[NH:26][c:27]3[c:28](=[O:38])[n:29]([CH2:35][CH2:36][CH3:37])[c:30](=[O:34])[nH:31][c:32]3[NH2:33])[cH:22]2)[CH2:5][N:6]1[c:7]1[cH:8][c:9]([C:13]([F:14])([F:15])[F:16])[cH:10][cH:11][cH:12]1.